Dataset: the Open Reaction Database (ORD), a public repository of structured organic reaction records. Task: describe an organic reaction: reactants, conditions, products, and yield The reactants are BrC=1C=NC=2N(C1)N=C(C2)C(=O)O (6-bromo-pyrazolo[1,5-a]pyrimidine-2-carboxylic acid), CC1NCCC2=C(C=CC=C12)C=1OC(=CC1)C (1-Methyl-5-(5-methyl-furan-2-yl)-1,2,3,4-tetrahydro-isoquinoline). The product is BrC=1C=NC=2N(C1)N=C(C2)C(=O)N2C(C1=CC=CC(=C1CC2)C=2OC(=CC2)C)C ((6-Bromo-pyrazolo[1,5-a]pyrimidin-2-yl)-[1-methyl-5-(5-methyl-furan-2-yl)-3,4-dihydro-1H-isoquinolin-2-yl]-methanone). RXN SMILES: [Br:1][C:2]1[CH:3]=[N:4][C:5]2[N:6]([N:8]=[C:9]([C:11]([OH:13])=O)[CH:10]=2)[CH:7]=1.[CH3:14][CH:15]1[C:24]2[C:19](=[C:20]([C:25]3[O:26][C:27]([CH3:30])=[CH:28][CH:29]=3)[CH:21]=[CH:22][CH:23]=2)[CH2:18][CH2:17][NH:16]1>>[Br:1][C:2]1[CH:3]=[N:4][C:5]2[N:6]([N:8]=[C:9]([C:11]([N:16]3[CH2:17][CH2:18][C:19]4[C:24](=[CH:23][CH:22]=[CH:21][C:20]=4[C:25]4[O:26][C:27]([CH3:30])=[CH:28][CH:29]=4)[CH:15]3[CH3:14])=[O:13])[CH:10]=2)[CH:7]=1. Procedure: In close analogy to the procedure described in Example 1, 6-bromo-pyrazolo[1,5-a]pyrimidine-2-carboxylic acid is reacted with 1-Methyl-5-(5-methyl-furan-2-yl)-1,2,3,4-tetrahydro-isoquinoline to provide the title compound in moderate yield.